From a dataset of the Open Reaction Database (ORD), a public repository of structured organic reaction records. describe an organic reaction: reactants, conditions, products, and yield Starting materials: CC1=C(C)C(C)c2cc(Br)ccc2S1, CC1=CC(C)(C)c2cc(Br)ccc2S1, CCOC(C)=O, [H][H], S=[Pd]. The product is CC1CC(C)(C)c2cc(Br)ccc2S1. As a reaction SMILES: [CH3:15][CH:16]1[c:17]2[cH:18][c:19]([Br:20])[cH:21][cH:22][c:23]2[S:24][C:25]([CH3:26])=[C:27]1[CH3:28].[CH3:1][C:2]1=[CH:7][C:6]([CH3:8])([CH3:9])[c:5]2[c:4]([cH:13][cH:12][c:11]([Br:14])[cH:10]2)[S:3]1.[CH3:31][CH2:32][O:33][C:34](=[O:35])[CH3:36].[H:29][H:30].[Pd:37]=[S:38]>>[CH3:1][CH:2]1[S:3][c:4]2[c:5]([cH:10][c:11]([Br:14])[cH:12][cH:13]2)[C:6]([CH3:8])([CH3:9])[CH2:7]1.